From a dataset of the Open Reaction Database (ORD), a public repository of structured organic reaction records. describe an organic reaction: reactants, conditions, products, and yield Reactants: CC1(NC(CC(C1)OC(C(C(=O)OC1CC(NC(C1)(C)C)(C)C)CC)=O)(C)C)C (ethylmalonic acid-bis(2,2,6,6-tetramethyl-4-piperidinyl)ester), [H-].[Na+] (NaH), ice water, CC1=C(CCl)C(=CC(=C1O)C(C)(C)C)C (2,6-di-methyl-4-tert. butyl-3-hydroxybenzyl chloride). The solvent is CN(C=O)C (dimethylformamide), CN(C)C=O (DMF). Reaction conditions: time 20 hour. Product: CC1(NC(CC(C1)OC(C(C(=O)OC1CC(NC(C1)(C)C)(C)C)(CC1=C(C(=C(C=C1C)C(C)(C)C)O)C)CC)=O)(C)C)C (ethyl-(2,6-dimethyl-4-tert.butyl-3-hydroxybenzyl)malonic acid-bis (2,2,6,6-tetramethyl-4-piperidinyl)ester). Reaction SMILES: [CH3:1][C:2]1([CH3:29])[CH2:7][CH:6]([O:8][C:9](=[O:26])[CH:10]([CH2:24][CH3:25])[C:11]([O:13][CH:14]2[CH2:19][C:18]([CH3:21])([CH3:20])[NH:17][C:16]([CH3:23])([CH3:22])[CH2:15]2)=[O:12])[CH2:5][C:4]([CH3:28])([CH3:27])[NH:3]1.[H-].[Na+].[CH3:32][C:33]1[C:40]([OH:41])=[C:39]([C:42]([CH3:45])([CH3:44])[CH3:43])[CH:38]=[C:37]([CH3:46])[C:34]=1[CH2:35]Cl>CN(C)C=O>[CH3:21][C:18]1([CH3:20])[CH2:19][CH:14]([O:13][C:11](=[O:12])[C:10]([CH2:24][CH3:25])([CH2:35][C:34]2[C:37]([CH3:46])=[CH:38][C:39]([C:42]([CH3:45])([CH3:44])[CH3:43])=[C:40]([OH:41])[C:33]=2[CH3:32])[C:9]([O:8][CH:6]2[CH2:7][C:2]([CH3:1])([CH3:29])[NH:3][C:4]([CH3:28])([CH3:27])[CH2:5]2)=[O:26])[CH2:15][C:16]([CH3:23])([CH3:22])[NH:17]1 |f:1.2|. Reported procedure: To 24.6 g (0.06 mole) of ethylmalonic acid-bis(2,2,6,6-tetramethyl-4-piperidinyl)ester in 80 ml of dimethylformamide there are added 2.5 g of NaH dispersion (55-60%) followed by 13.6 g (0.06 mole) of 2,6-di-methyl-4-tert. butyl-3-hydroxybenzyl chloride in 40 ml of DMF. The reaction mixture is stirred for 20 hours at 90°-100° C. and is then poured into ice-water; the aqueous solution is extracted with ether, the ethereal solution is dried over Na2SO4, and after removal of the solvent in vacuo the... Starting materials: C(CCC)C12CC3=C(C2=C(C(CCC1)=O)C)C=CC(=C3)OCOC (9a-butyl-2-(methoxymethoxy)-5-methyl-8,9,9a,10-tetrahydrobenzo[a]azulen-6(7H)-one), Cl (HCl), C(=O)(O)[O-].[Na+] (NaHCO3). Run in ClCCl (dichloromethane), CO (methanol). Run at temperature 65 celsius, time 2 hour. The product is C(CCC)C12CC3=C(C2=C(C(CCC1)=O)C)C=CC(=C3)O (9a-butyl-2-hydroxy-5-methyl-8,9,9a,10-tetrahydrobenzo[a]azulen-6(7H)-one). Reaction SMILES: [CH2:1]([C:5]12[CH2:14][CH2:13][CH2:12][C:11](=[O:15])[C:10]([CH3:16])=[C:9]1[C:8]1[CH:17]=[CH:18][C:19]([O:21]COC)=[CH:20][C:7]=1[CH2:6]2)[CH2:2][CH2:3][CH3:4].Cl.C([O-])(O)=O.[Na+]>CO.ClCCl>[CH2:1]([C:5]12[CH2:14][CH2:13][CH2:12][C:11](=[O:15])[C:10]([CH3:16])=[C:9]1[C:8]1[CH:17]=[CH:18][C:19]([OH:21])=[CH:20][C:7]=1[CH2:6]2)[CH2:2][CH2:3][CH3:4] |f:2.3|. Reported procedure: A solution of 9a-butyl-2-(methoxymethoxy)-5-methyl-8,9,9a,10-tetrahydrobenzo[a]azulen-6(7H)-one(5 mg) in methanol (1 mL) was treated with aqueous 2N HCl (0.1 mL, 0.2 mmol). After stirring at 65° C. for two hours, the mixture was diluted with dichloromethane(2 mL), treated with solid NaHCO3, and purified by preparative layer chromatography on a 0.1×20×20 cm silica gel GF plate (Analtech, Newark, Del.), developing with 20% EtOAc in hexane. The UV visible product band was eluted with EtOAc and the ... The reactants are CNC=1C=CC=2NC3=CC=C(C=C3SC2C1)NC (3,7-dimethylamino-10H-phenothiazine), C(C)(=O)OC(C)=O (acetic anhydride), ice water. Run in N1=CC=CC=C1 (pyridine). Run at temperature 120 celsius. Yields the product CNC=1C=CC=2N(C3=CC=C(C=C3SC2C1)NC)C(C)=O (3,7-Dimethylamino-10-acetyl-phenothiazine). The yield is 53.0%. Reaction SMILES: [CH3:1][NH:2][C:3]1[CH:4]=[CH:5][C:6]2[NH:7][C:8]3[C:13]([S:14][C:15]=2[CH:16]=1)=[CH:12][C:11]([NH:17][CH3:18])=[CH:10][CH:9]=3.[C:19](OC(=O)C)(=[O:21])[CH3:20]>N1C=CC=CC=1>[CH3:1][NH:2][C:3]1[CH:4]=[CH:5][C:6]2[N:7]([C:19](=[O:21])[CH3:20])[C:8]3[C:13]([S:14][C:15]=2[CH:16]=1)=[CH:12][C:11]([NH:17][CH3:18])=[CH:10][CH:9]=3. Reported procedure: The 3,7-dimethylamino-10H-phenothiazine obtained in Synthesis 1 was placed in a 250 cm3 round bottom flask and acetic anhydride ((H3CCO)2O, 40 cm3) and pyridine (10 cm3) were added, and the resulting solution was heated at 120° C. for 18 hours with stirring. The reaction mixture was cooled to room temperature and then poured carefully into ice-water while stirring to give a light brown solid, which was filtered using a standard Buchner funnel apparatus with a water aspirator, washed once with wa... The reactants are NC=1C=NC2=CC=CC=C2C1NCCCCNC(=O)OC(C)(C)C (3-amino-4-[4-(tert-butoxycarbonylamino)butylamino]quinoline), C(OCC)(OCC)OCC (triethyl ortho-formate). Conditions: time 5 hour. The product is C(C)(C)(C)OC(=O)NCCCCN1C=NC=2C=NC=3C=CC=CC3C21 (1-[4-(tert-butoxycarbonylamino)butyl]-1H-imidazo[4,5-c]quinoline). Isolated yield 88.5%. Reaction SMILES: [NH2:1][C:2]1[CH:3]=[N:4][C:5]2[C:10]([C:11]=1[NH:12][CH2:13][CH2:14][CH2:15][CH2:16][NH:17][C:18]([O:20][C:21]([CH3:24])([CH3:23])[CH3:22])=[O:19])=[CH:9][CH:8]=[CH:7][CH:6]=2.[CH:25](OCC)(OCC)OCC>>[C:21]([O:20][C:18]([NH:17][CH2:16][CH2:15][CH2:14][CH2:13][N:12]1[C:11]2[C:10]3[CH:9]=[CH:8][CH:7]=[CH:6][C:5]=3[N:4]=[CH:3][C:2]=2[N:1]=[CH:25]1)=[O:19])([CH3:24])([CH3:23])[CH3:22]. Procedure details: 21.37 g (64.67 mmol) of 3-amino-4-[4-(tert-butoxycarbonylamino)butylamino]quinoline was heated at 100° C. in 43.0 ml (258.7 mmol) of triethyl ortho-formate and stirred for 5 hours. The reaction mixture was concentrated to dryness, triturated with diethyl ether, and collected by filtration to obtain 19.49 g (57.25 mmol) of 1-[4-(tert-butoxycarbonylamino)butyl]-1H-imidazo[4,5-c]quinoline shown below as faint yellowish white powder. The reactants are CN(C)C=O, O=C(O)Cn1cc(Nc2ncnc3cc(OCCCCl)ccc23)cn1, Cl, O=C(Oc1c(F)c(F)c(F)c(F)c1F)C(F)(F)F, Nc1ccccc1F, c1ccncc1. Yields the product O=C(Cn1cc(Nc2ncnc3cc(OCCCCl)ccc23)cn1)Nc1ccccc1F. Reaction SMILES: [CH3:59][N:60]([CH3:61])[CH:62]=[O:63].[Cl:19][CH2:20][CH2:21][CH2:22][O:23][c:24]1[cH:25][cH:26][c:27]2[c:28]([NH:34][c:35]3[cH:36][n:37][n:38]([CH2:40][C:41](=[O:42])[OH:43])[cH:39]3)[n:29][cH:30][n:31][c:32]2[cH:33]1.[ClH:58].[F:1][C:2]([F:3])([F:4])[C:5]([O:6][c:7]1[c:8]([F:9])[c:10]([F:11])[c:12]([F:13])[c:14]([F:15])[c:16]1[F:17])=[O:18].[NH2:50][c:51]1[cH:52][cH:53][cH:54][cH:55][c:56]1[F:57].[cH:44]1[cH:45][cH:46][n:47][cH:48][cH:49]1>>[Cl:19][CH2:20][CH2:21][CH2:22][O:23][c:24]1[cH:25][cH:26][c:27]2[c:28]([NH:34][c:35]3[cH:36][n:37][n:38]([CH2:40][C:41](=[O:42])[NH:50][c:51]4[cH:52][cH:53][cH:54][cH:55][c:56]4[F:57])[cH:39]3)[n:29][cH:30][n:31][c:32]2[cH:33]1. Reactants: C(C)(=O)O[C@H]1[C@@H](O[C@@H]([C@H]1OC(C)=O)COC(C)=O)N1C=NC=2C(NC3NC(CC3)=O)=NC=NC12 (N6 -(5-oxo-2-pyrrolidinyl)adenosine 2',3',5'-triacetate). The solvent is N (ammonia). The product is O=C1CCC(N1)NC=1C=2N=CN([C@H]3[C@H](O)[C@H](O)[C@@H](CO)O3)C2N=CN1 (N6 -(5-oxo-2-pyrrolidinyl)adenosine). The yield is 67.9%. As a reaction SMILES: C([O:4][C@@H:5]1[C@H:9]([O:10]C(=O)C)[C@@H:8]([CH2:14][O:15]C(=O)C)[O:7][C@H:6]1[N:19]1[C:34]2[N:33]=[CH:32][N:31]=[C:23]([NH:24][CH:25]3[CH2:29][CH2:28][C:27](=[O:30])[NH:26]3)[C:22]=2[N:21]=[CH:20]1)(=O)C>N>[O:30]=[C:27]1[NH:26][CH:25]([NH:24][C:23]2[C:22]3[N:21]=[CH:20][N:19]([C:34]=3[N:33]=[CH:32][N:31]=2)[C@@H:6]2[O:7][C@H:8]([CH2:14][OH:15])[C@@H:9]([OH:10])[C@H:5]2[OH:4])[CH2:29][CH2:28]1. Procedure details: To N6 -(5-oxo-2-pyrrolidinyl)adenosine 2',3',5'-triacetate (2.2 g) was added cold ammonia-saturated methanol (40 ml), and the resulting mixture was allowed to stand in a refrigerator (at 4° C.) overnight. Next morning the solvent was removed at room temperature. To the residue was added a small amount of methanol and the mixture was allowed to stand at room temperature. The resulting precipitate was recovered by filtration and dried to give N6 -(5-oxo-2-pyrrolidinyl)adenosine as crystals (1.098 ... Reactants: CO, Cl, NC1CCCC1C(=O)O, C1COCCO1. The product is COC(=O)C1CCCC1N. As a reaction SMILES: [CH3:11][OH:12].[ClH:10].[NH2:1][CH:2]1[CH:3]([C:7](=[O:8])[OH:9])[CH2:4][CH2:5][CH2:6]1.[O:13]1[CH2:14][CH2:15][O:16][CH2:17][CH2:18]1>>[NH2:1][CH:2]1[CH:3]([C:7](=[O:8])[O:9][CH3:11])[CH2:4][CH2:5][CH2:6]1.